This data is from the Open Reaction Database (ORD), a public repository of structured organic reaction records. The task is: describe an organic reaction: reactants, conditions, products, and yield Reactants: IC=1C=C(C=O)C=CC1C (3-iodo-4-methylbenzaldehyde), [Li]CCCC (n-BuLi). The reagents and catalysts are [Br-].C[P+](C1=CC=CC=C1)(C1=CC=CC=C1)C1=CC=CC=C1 (methyl triphenylphosphonium bromide). Solvent: C1CCOC1 (THF). Reaction conditions: time 4.5 hour. Product: IC=1C=C(C=C)C=CC1C (3-iodo-4-methylstyrene). RXN SMILES: [I:1][C:2]1[CH:3]=[C:4]([CH:7]=[CH:8][C:9]=1[CH3:10])[CH:5]=O.[Li][CH2:12]CCC>[Br-].C[P+](C1C=CC=CC=1)(C1C=CC=CC=1)C1C=CC=CC=1.C1COCC1>[I:1][C:2]1[CH:3]=[C:4]([CH:7]=[CH:8][C:9]=1[CH3:10])[CH:5]=[CH2:12] |f:2.3|. Reported procedure: This aldehyde (1 mmol)was added to a premixed solution of 1.5 mmol of methyl triphenylphosphonium bromide and 1.2 mmol of n-BuLi in 5 mL of THF at 0° C. and this mixture was stirred for 3-6 h at rt and then processed by extraction and chromatography to give 3-iodo-4-methylstyrene. Starting materials: NC=1C=CC(=C(C1)NS(=O)(=O)C1=CC=CC=2C1=NSN2)C(=O)N2CCCCC2 (benzo[1,2,5]thiadiazole-4-sulfonic acid [5-amino-2-(piperidine-1-carbonyl)-phenyl]-amide), COC1OC(CC1)OC (2,5-dimethoxytetrahydrofuran). Solvent: C(Cl)Cl (DCM), C(C)(=O)O (acetic acid). Run at temperature 120 celsius. Product: N1(CCCCC1)C(=O)C1=C(C=C(C=C1)N1C=CC=C1)NS(=O)(=O)C1=CC=CC=2C1=NSN2 (Benzo[1,2,5]thiadiazole-4-sulfonic acid [2-(piperidine-1-carbonyl)-5-pyrrol-1-yl-phenyl]-amide). Isolated yield 33.3%. As a reaction SMILES: [NH2:1][C:2]1[CH:3]=[CH:4][C:5]([C:21]([N:23]2[CH2:28][CH2:27][CH2:26][CH2:25][CH2:24]2)=[O:22])=[C:6]([NH:8][S:9]([C:12]2[C:17]3=[N:18][S:19][N:20]=[C:16]3[CH:15]=[CH:14][CH:13]=2)(=[O:11])=[O:10])[CH:7]=1.CO[CH:31]1[CH2:35][CH2:34][CH:33](OC)O1>C(O)(=O)C.C(Cl)Cl>[N:23]1([C:21]([C:5]2[CH:4]=[CH:3][C:2]([N:1]3[CH:31]=[CH:35][CH:34]=[CH:33]3)=[CH:7][C:6]=2[NH:8][S:9]([C:12]2[C:17]3=[N:18][S:19][N:20]=[C:16]3[CH:15]=[CH:14][CH:13]=2)(=[O:11])=[O:10])=[O:22])[CH2:24][CH2:25][CH2:26][CH2:27][CH2:28]1. Procedure: To a stirred solution of benzo[1,2,5]thiadiazole-4-sulfonic acid [5-amino-2-(piperidine-1-carbonyl)-phenyl]-amide (EXAMPLE 24; 25 mg, 0.06 mmol) in glacial acetic acid (3 mL) was added 2,5-dimethoxytetrahydrofuran (8 μL, 0.06 mmol). The reaction mixture was heated to 120° C. for 45 min after which it was cooled to room temperature. The mixture was taken up in 4 mL of DCM and washed with water. The organic layer was removed, dried, and purified by preparative reversed-phase HPLC to afford the tit... Starting materials: BrC1=C(C=CC2=CC=CC=C12)C (1-bromo-2-methyl naphthalene), OO (hydrogen peroxide), CC1=C(C2=CC=CC=C2C=C1)B(O)O (2-methyl-1-naphthalene boronic acid), B(O)O (boronic acid). The product is CC1=C(C2=CC=CC=C2C=C1)O (2-methyl-1-naphthol). Isolated yield 51.0%. As a reaction SMILES: Br[C:2]1[C:11]2[C:6](=[CH:7][CH:8]=[CH:9][CH:10]=2)[CH:5]=[CH:4][C:3]=1[CH3:12].CC1C=CC2C(=CC=CC=2)C=1B(O)[OH:25].B(O)O.OO>>[CH3:12][C:3]1[CH:4]=[CH:5][C:6]2[C:11](=[CH:10][CH:9]=[CH:8][CH:7]=2)[C:2]=1[OH:25]. Procedure details: Yarboro, T. L.; Karr, C.; J. Org. Chem. 1959, 24, 1141 disclose a process wherein 1-bromo-2-methyl naphthalene is convened into 2-methyl-1-naphthalene boronic acid via Grignard reaction. The boronic acid is oxidized by 30% hydrogen peroxide to produce 2-methyl-1-naphthol in 51% yield. This prior art process is disadvantageous in that it involves 4 steps and is not economical. The reactants are COC(=O)c1ccc(-c2ccc(C(F)(F)F)cc2)nc1, CNOC, CC(C)[Mg+], [Cl-], Cl, C1CCOC1. Yields the product CON(C)C(=O)c1ccc(-c2ccc(C(F)(F)F)cc2)nc1. As a reaction SMILES: [CH3:1][O:2][C:3]([c:4]1[cH:5][n:6][c:7](-[c:10]2[cH:11][cH:12][c:13]([C:16]([F:17])([F:18])[F:19])[cH:14][cH:15]2)[cH:8][cH:9]1)=[O:20].[CH3:22][NH:23][O:24][CH3:25].[CH:27]([Mg+:28])([CH3:29])[CH3:30].[Cl-:26].[ClH:21].[O:31]1[CH2:32][CH2:33][CH2:34][CH2:35]1>>[C:3]([c:4]1[cH:5][n:6][c:7](-[c:10]2[cH:11][cH:12][c:13]([C:16]([F:17])([F:18])[F:19])[cH:14][cH:15]2)[cH:8][cH:9]1)(=[O:20])[N:23]([CH3:22])[O:24][CH3:25].